This data is from the Open Reaction Database (ORD), a public repository of structured organic reaction records. The task is: describe an organic reaction: reactants, conditions, products, and yield The reactants are C(C)(C)(C)OC([C@H]1N(CCC1)C(C(NC(C)=O)CSC(C)=O)=O)=O (N,S-Diacetyl-DL-cysteinyl-L-proline tert-butyl ester). Run in C1(=CC=CC=C1)OC (anisole), FC(C(=O)O)(F)F (trifluoroacetic acid). Run at time 1 hour. Product: C(C)(=O)NC(CSC(C)=O)C(=O)N1[C@H](C(=O)O)CCC1 (N,S-diacetyl-DL-cysteinyl-L-proline). As a reaction SMILES: C([O:5][C:6](=[O:24])[C@@H:7]1[CH2:11][CH2:10][CH2:9][N:8]1[C:12](=[O:23])[CH:13]([CH2:18][S:19][C:20](=[O:22])[CH3:21])[NH:14][C:15](=[O:17])[CH3:16])(C)(C)C>C1(OC)C=CC=CC=1.FC(F)(F)C(O)=O>[C:15]([NH:14][CH:13]([C:12]([N:8]1[CH2:9][CH2:10][CH2:11][C@H:7]1[C:6]([OH:24])=[O:5])=[O:23])[CH2:18][S:19][C:20](=[O:22])[CH3:21])(=[O:17])[CH3:16]. Reported procedure: N,S-Diacetyl-DL-cysteinyl-L-proline tert-butyl ester (1.9 g) is dissolved in a mixture of anisole (6 ml) and trifluoroacetic acid (12 ml) and the solution is stored at room temperature for 1 hour. The solvents are removed in vacuo and the residue is precipitated from ethyl acetate-ether-hexane, to obtain N,S-diacetyl-DL-cysteinyl-L-proline, yield 1.08 g, m.p. 80°-140°. Reactants: Cc1ccc(CO)c(C)c1, BrP(Br)Br. Yields the product Cc1ccc(CBr)c(C)c1. Reaction SMILES: [CH3:1][c:2]1[c:3]([CH2:9][OH:10])[cH:4][cH:5][c:6]([CH3:8])[cH:7]1.[P:11]([Br:12])([Br:13])[Br:14]>>[CH3:1][c:2]1[c:3]([CH2:9][Br:12])[cH:4][cH:5][c:6]([CH3:8])[cH:7]1. Reactants: C(C)(C)NC(C)C (diisopropylamine), N1=C(C=CC=C1)C(=O)O (picolinic acid), resultant mixture, S(=O)(Cl)Cl (Thionyl chloride), resultant mixture, CN(C=O)C (N,N-dimethylformamide). The solvent is C(C)#N (acetonitrile), C1(=CC=CC=C1)C (toluene). Conditions: temperature 45 celsius, time 30 minute. The product is ClC1=CC(=NC=C1)C(=O)N(C(C)C)C(C)C (4-chloro-N,N-diisopropylpyridine-2-carboxamide). Yield: 63.6%. RXN SMILES: S(Cl)([Cl:3])=O.CN(C)C=O.[N:10]1[CH:15]=[CH:14][CH:13]=[CH:12][C:11]=1[C:16]([OH:18])=O.[CH:19]([NH:22][CH:23]([CH3:25])[CH3:24])([CH3:21])[CH3:20]>C1(C)C=CC=CC=1.C(#N)C>[Cl:3][C:13]1[CH:14]=[CH:15][N:10]=[C:11]([C:16]([N:22]([CH:23]([CH3:25])[CH3:24])[CH:19]([CH3:21])[CH3:20])=[O:18])[CH:12]=1. Reported procedure: Thionyl chloride (60 ml, 823 mmol) was diluted with toluene (100 ml) and heated to 45° C. To the mixture, N,N-dimethylformamide (16 ml, 207 mmol) was added and the resultant mixture was stirred in the same conditions for one hour. To the mixture, picolinic acid (25 g, 203 mmol) was added and the resultant mixture was stirred at 80° C. for one hour and 20 minutes. After the reaction mixture was concentrated and diisopropylamine (185 ml, 807 mmol) and acetonitrile (500 ml) were added to the residu... The reactants are COC1=CCC(=CC1)CCCNCCC (1-methoxy-4-(3-n-propylamino)propyl-1,4-cyclohexadiene), S(O)(O)(=O)=O (sulfuric acid), [OH-].[Na+] (sodium hydroxide). Yields the product C(CC)N1CCC[C@@H]2CCC(C[C@H]12)=O (cis-(±)-1-n-propyl-7-oxodecahydroquinoline). The yield is 22.7%. RXN SMILES: C[O:2][C:3]1[CH2:8][CH:7]=[C:6]([CH2:9][CH2:10][CH2:11][NH:12][CH2:13][CH2:14][CH3:15])[CH2:5][CH:4]=1.S(=O)(=O)(O)O.[OH-].[Na+]>>[CH2:13]([N:12]1[C@@H:7]2[C@@H:6]([CH2:5][CH2:4][C:3](=[O:2])[CH2:8]2)[CH2:9][CH2:10][CH2:11]1)[CH2:14][CH3:15] |f:2.3|. Reported procedure: One hundred twenty-one grams of 1-methoxy-4-(3-n-propylamino)propyl-1,4-cyclohexadiene were dissolved in 1 l. of 15% aqueous sulfuric acid. The acidic solution was refluxed for about 6 hours and was then poured over ice. The dilute acidic solution was made basic with 50% aqueous sodium hydroxide. The now-basic aqueous solution was extracted with methylene dichloride. The methylene dichloride extract was dried and the solvent removed therefrom to yield 25.6 g of cis-(±)-1-n-propyl-7-oxodecahydroq... The reactants are CN(C)C=O, O=C=Nc1ccc([N+](=O)[O-])cc1, Cn1c(COc2ccc(CC3SC(=O)NC3=O)cc2)nc2ccc(OCCc3ccc(N)cc3)cc21. Product: Cn1c(COc2ccc(CC3SC(=O)NC3=O)cc2)nc2ccc(OCCc3ccc(NC(=O)Nc4ccc([N+](=O)[O-])cc4)cc3)cc21. Reaction SMILES: [CH3:49][N:50]([CH3:51])[CH:52]=[O:53].[N+:37](=[O:38])([O-:39])[c:40]1[cH:41][cH:42][c:43]([N:46]=[C:47]=[O:48])[cH:44][cH:45]1.[NH2:1][c:2]1[cH:3][cH:4][c:5]([CH2:8][CH2:9][O:10][c:11]2[cH:12][cH:13][c:14]3[c:15]([n:16]([CH3:35])[c:17]([CH2:19][O:20][c:21]4[cH:22][cH:23][c:24]([CH2:25][CH:26]5[C:27](=[O:32])[NH:28][C:29](=[O:31])[S:30]5)[cH:33][cH:34]4)[n:18]3)[cH:36]2)[cH:6][cH:7]1>>[NH:1]([c:2]1[cH:3][cH:4][c:5]([CH2:8][CH2:9][O:10][c:11]2[cH:12][cH:13][c:14]3[c:15]([n:16]([CH3:35])[c:17]([CH2:19][O:20][c:21]4[cH:22][cH:23][c:24]([CH2:25][CH:26]5[C:27](=[O:32])[NH:28][C:29](=[O:31])[S:30]5)[cH:33][cH:34]4)[n:18]3)[cH:36]2)[cH:6][cH:7]1)[C:47]([NH:46][c:43]1[cH:42][cH:41][c:40]([N+:37](=[O:38])[O-:39])[cH:45][cH:44]1)=[O:48].